Dataset: the Open Reaction Database (ORD), a public repository of structured organic reaction records. Task: describe an organic reaction: reactants, conditions, products, and yield Reactants: CC(C)c1cccc(C(C)C)c1NC(=O)CBr, O, O=[N+]([O-])O, O=S(=O)(O)O. Product: CC(C)c1ccc([N+](=O)[O-])c(C(C)C)c1NC(=O)CBr. RXN SMILES: [Br:1][CH2:2][C:3](=[O:4])[NH:5][c:6]1[c:7]([CH:15]([CH3:16])[CH3:17])[cH:8][cH:9][cH:10][c:11]1[CH:12]([CH3:13])[CH3:14].[OH2:22].[OH:18][N+:19]([O-:20])=[O:21].[S:23](=[O:24])(=[O:25])([OH:26])[OH:27]>>[Br:1][CH2:2][C:3](=[O:4])[NH:5][c:6]1[c:7]([CH:15]([CH3:16])[CH3:17])[c:8]([N+:19](=[O:18])[O-:20])[cH:9][cH:10][c:11]1[CH:12]([CH3:13])[CH3:14]. Starting materials: COCCCN1CCOc2ccc(COC3CN(S(=O)(=O)c4ccc(C)cc4)C(CC(C)(C)C=O)CC3c3ccc(OC)cc3)cc21, NC1CCOCC1. Product: COCCCN1CCOc2ccc(COC3CN(S(=O)(=O)c4ccc(C)cc4)C(CC(C)(C)CNC4CCOCC4)CC3c3ccc(OC)cc3)cc21. As a reaction SMILES: [CH3:1][O:2][c:3]1[cH:4][cH:5][c:6]([CH:9]2[CH2:10][CH:11]([CH2:42][C:43]([CH:44]=[O:45])([CH3:46])[CH3:47])[N:12]([S:32](=[O:33])(=[O:34])[c:35]3[cH:36][cH:37][c:38]([CH3:41])[cH:39][cH:40]3)[CH2:13][CH:14]2[O:15][CH2:16][c:17]2[cH:18][cH:19][c:20]3[c:21]([cH:31]2)[N:22]([CH2:26][CH2:27][CH2:28][O:29][CH3:30])[CH2:23][CH2:24][O:25]3)[cH:7][cH:8]1.[NH2:48][CH:49]1[CH2:50][CH2:51][O:52][CH2:53][CH2:54]1>>[CH3:1][O:2][c:3]1[cH:4][cH:5][c:6]([CH:9]2[CH2:10][CH:11]([CH2:42][C:43]([CH2:44][NH:48][CH:49]3[CH2:50][CH2:51][O:52][CH2:53][CH2:54]3)([CH3:46])[CH3:47])[N:12]([S:32](=[O:33])(=[O:34])[c:35]3[cH:36][cH:37][c:38]([CH3:41])[cH:39][cH:40]3)[CH2:13][CH:14]2[O:15][CH2:16][c:17]2[cH:18][cH:19][c:20]3[c:21]([cH:31]2)[N:22]([CH2:26][CH2:27][CH2:28][O:29][CH3:30])[CH2:23][CH2:24][O:25]3)[cH:7][cH:8]1. The reactants are O1CCCC1 (tetrahydrofuran), 50, ClC1=CC=C(C=C)C=C1 (p-chlorostyrene), 15, [Mg] (magnesium), O1CCCC1 (tetrahydrofuran), C[Si](Cl)(Cl)C (dimethyldichlorosilane). The product is C(=C)C1=CC=C(C=C1)[Mg]Cl ((4-Vinylphenyl)magnesium chloride), 50, C(=C)C[Si](Cl)(C)C1=CC=CC=C1 (vinylphenyldimethylchlorosilane). Reaction SMILES: Cl[C:2]1[CH:9]=[CH:8][C:5]([CH:6]=[CH2:7])=[CH:4][CH:3]=1.[Mg:10].[CH3:11][Si:12]([CH3:15])(Cl)[Cl:13].O1C[CH2:19][CH2:18][CH2:17]1>>[CH:6]([C:5]1[CH:8]=[CH:9][C:2]([Mg:10][Cl:13])=[CH:3][CH:4]=1)=[CH2:7].[CH:18]([CH2:19][Si:12]([C:15]1[CH:8]=[CH:9][CH:2]=[CH:3][CH:4]=1)([CH3:11])[Cl:13])=[CH2:17]. Reported procedure: (4-Vinylphenyl)magnesium chloride was synthesized by the gradual dropwise addition of 50 parts of p-chlorostyrene to a mixture of 15 parts magnesium turnings and 100 parts tetrahydrofuran. This was gradually added dropwise over 2 hours to 50 parts of dimethyldichlorosilane dissolved in 100 parts tetrahydrofuran, after which the reaction was heated for an additional 1 hour under reflux. The reaction solution was cooled and then filtered and the solvent was distilled off. Distillation of the resid... Starting materials: CC1=C(NC2=C1C(N(CC2)CCN2CCOCC2)=O)C=O (3-methyl-5-(2-morpholin-4-yl-ethyl)-4-oxo-4,5,6,7-tetrahydro-1H-pyrrolo[3,2-c]pyridine-2-carbaldehyde), FC=1C=C2CC(NC2=CC1N)=O (5-fluoro-6-amino-1,3-dihydro-indol-2-one). The product is NC1=C(C=C2C(C(NC2=C1)=O)=CC1=C(C=2C(N(CCC2N1)CCN1CCOCC1)=O)C)F (2-(6-amino-5-fluoro-2-oxo-1,2-dihydro-indol-3-ylidenemethyl)-3-methyl-5-(2-morpholin-4-yl-ethyl)-1,5,6,7-tetrahydro-pyrrolo[3,2-c]pyridin-4-one). Isolated yield 50.0%. As a reaction SMILES: [CH3:1][C:2]1[C:6]2[C:7](=[O:19])[N:8]([CH2:11][CH2:12][N:13]3[CH2:18][CH2:17][O:16][CH2:15][CH2:14]3)[CH2:9][CH2:10][C:5]=2[NH:4][C:3]=1[CH:20]=O.[F:22][C:23]1[CH:24]=[C:25]2[C:29](=[CH:30][C:31]=1[NH2:32])[NH:28][C:27](=[O:33])[CH2:26]2>>[NH2:32][C:31]1[CH:30]=[C:29]2[C:25]([C:26](=[CH:20][C:3]3[NH:4][C:5]4[CH2:10][CH2:9][N:8]([CH2:11][CH2:12][N:13]5[CH2:14][CH2:15][O:16][CH2:17][CH2:18]5)[C:7](=[O:19])[C:6]=4[C:2]=3[CH3:1])[C:27](=[O:33])[NH:28]2)=[CH:24][C:23]=1[F:22]. Procedure: The title compound was prepared under the same conditions as described in Example 15 with 3-methyl-5-(2-morpholin-4-yl-ethyl)-4-oxo-4,5,6,7-tetrahydro-1H-pyrrolo[3,2-c]pyridine-2-carbaldehyde and 5-fluoro-6-amino-1,3-dihydro-indol-2-one as starting materials to give 2-(6-amino-5-fluoro-2-oxo-1,2-dihydro-indol-3-ylidenemethyl)-3-methyl-5-(2-morpholin-4-yl-ethyl)-1,5,6,7-tetrahydro-pyrrolo[3,2-c]pyridin-4-one (40 mg, 50%) as a red solid. Reactants: CO, CC(C)NC(C)C, ClCCl, CC(C)(C)S(=O)N=C1CCC2(CC1)OCCO2, C1CCOC1, Cc1cc(Nc2nccc(C(F)(F)F)n2)cc(-c2cnc(C3(O)CCNC(=O)CC3O)s2)c1. Product: Cc1cc(Nc2nccc(C(F)(F)F)n2)cc(-c2cnc(C3(NS(=O)C(C)(C)C)CCC4(CC3)OCCO4)s2)c1. As a reaction SMILES: [CH3:58][OH:59].[CH:1]([NH:2][CH:3]([CH3:4])[CH3:5])([CH3:6])[CH3:7].[Cl:65][CH2:66][Cl:67].[O:41]1[CH2:42][CH2:43][O:44][C:45]12[CH2:46][CH2:47][C:48](=[N:51][S:52](=[O:53])[C:54]([CH3:55])([CH3:56])[CH3:57])[CH2:49][CH2:50]2.[O:60]1[CH2:61][CH2:62][CH2:63][CH2:64]1.[OH:8][CH:9]1[C:10]([OH:11])([c:16]2[s:17][c:18](-[c:21]3[cH:22][c:23]([CH3:38])[cH:24][c:25]([NH:27][c:28]4[n:29][cH:30][cH:31][c:32]([C:34]([F:35])([F:36])[F:37])[n:33]4)[cH:26]3)[cH:19][n:20]2)[CH2:12][CH2:13][NH:14][C:15](=[O:39])[CH2:40]1>>[c:16]1([C:48]2([NH:51][S:52](=[O:53])[C:54]([CH3:55])([CH3:56])[CH3:57])[CH2:47][CH2:46][C:45]3([O:41][CH2:42][CH2:43][O:44]3)[CH2:50][CH2:49]2)[s:17][c:18](-[c:21]2[cH:22][c:23]([CH3:38])[cH:24][c:25]([NH:27][c:28]3[n:29][cH:30][cH:31][c:32]([C:34]([F:35])([F:36])[F:37])[n:33]3)[cH:26]2)[cH:19][n:20]1. The reactants are C1(=CC=CC=C1)C(C1=CC=CC=C1)OC(=O)C1C(CS[C@H]2N1C([C@H]2NC(CC2=CC=CC=C2)=O)=O)=O (7β-phenylacetylamino-cepham-3-one-4ξ-carboxylic acid diphenylmethyl ester), [N+](=[N-])=CCCC (diazo-n-butane). Solvent: CO (methanol), C(C)OCC (diethyl ether). Conditions: temperature 0 celsius, time 15 minute. Product: C1(=CC=CC=C1)C(C1=CC=CC=C1)OC(=O)C1=C(CS[C@H]2N1C([C@H]2NC(CC2=CC=CC=C2)=O)=O)OCCCC (3-n-butoxy-7β-phenylacetylamino-3-cephem-4-carboxylic acid diphenylmethyl ester). Reaction SMILES: [C:1]1([CH:7]([O:14][C:15]([CH:17]2[N:22]3[C:23](=[O:35])[C@@H:24]([NH:25][C:26](=[O:34])[CH2:27][C:28]4[CH:33]=[CH:32][CH:31]=[CH:30][CH:29]=4)[C@H:21]3[S:20][CH2:19][C:18]2=[O:36])=[O:16])[C:8]2[CH:13]=[CH:12][CH:11]=[CH:10][CH:9]=2)[CH:6]=[CH:5][CH:4]=[CH:3][CH:2]=1.[N+](=[CH:39][CH2:40][CH2:41][CH3:42])=[N-]>CO.C(OCC)C>[C:1]1([CH:7]([O:14][C:15]([C:17]2[N:22]3[C:23](=[O:35])[C@@H:24]([NH:25][C:26](=[O:34])[CH2:27][C:28]4[CH:33]=[CH:32][CH:31]=[CH:30][CH:29]=4)[C@H:21]3[S:20][CH2:19][C:18]=2[O:36][CH2:39][CH2:40][CH2:41][CH3:42])=[O:16])[C:8]2[CH:9]=[CH:10][CH:11]=[CH:12][CH:13]=2)[CH:6]=[CH:5][CH:4]=[CH:3][CH:2]=1. Reported procedure: A solution, cooled to 0° C., of 2.0 g of 7β-phenylacetylamino-cepham-3-one-4ξ-carboxylic acid diphenylmethyl ester in 75 ml of methanol is treated with excess diazo-n-butane in diethyl ether. The mixture is stirred for 15 minutes at 0° C. and is then evaporated under reduced pressure. The oily residue is purified by means of preparative thin layer chromatography (silica gel plates, 6×100 cm; system: toluene/ethyl acetate, 3:1). The layer which is visible under ultraviolet light (λ=254 mμ) is rem... Starting materials: NC(C(=O)OCC)=S (ethyl 2-amino-2-thioxoacetate), BrC(C(CC1=CC(=CC=C1)Br)=O)C (3-bromo-1-(3-bromophenyl)butan-2-one). The solvent is CN(C)C=O (DMF), CCOC(=O)C (EtOAc). Reaction conditions: temperature 70 celsius, time 12 hour. Yields the product BrC=1C=C(CC=2N=C(SC2C)C(=O)OCC)C=CC1 (Ethyl 4-(3-bromobenzyl)-5-methylthiazole-2-carboxylate). RXN SMILES: [NH2:1][C:2](=[S:8])[C:3]([O:5][CH2:6][CH3:7])=[O:4].Br[CH:10]([CH3:21])[C:11](=O)[CH2:12][C:13]1[CH:18]=[CH:17][CH:16]=[C:15]([Br:19])[CH:14]=1>CN(C=O)C.CCOC(C)=O>[Br:19][C:15]1[CH:14]=[C:13]([CH:18]=[CH:17][CH:16]=1)[CH2:12][C:11]1[N:1]=[C:2]([C:3]([O:5][CH2:6][CH3:7])=[O:4])[S:8][C:10]=1[CH3:21]. Procedure details: A mixture of ethyl 2-amino-2-thioxoacetate (50.9 mg, 0.38 mmol) and 3-bromo-1-(3-bromophenyl)butan-2-one (0.38 mmol, crude from previous step) in DMF (2 mL) was stirred at 70° C. for 12 h. The mixture was diluted with EtOAc and washed with H2O. The organic layer was concentrated, and purified by silica gel column chromatography(0-50% EtOAc/Hexane) to yield a yellowish solid (71 mg, 55% over 2 steps). MS (ES+) C14H14BrNO2S requires: 339, 341 found: 340, 342 [M+H]+(1:1). RXN SMILES: [CH3:1][C:2]1[C:6]([C:7]2[N:11]([C:12]3[CH:17]=[CH:16][C:15]([O:18][CH3:19])=[CH:14][CH:13]=3)[N:10]=[C:9]([CH2:20][CH2:21][CH3:22])[C:8]=2/[CH:23]=[N:24]/[OH:25])=[C:5]([CH3:26])[O:4][N:3]=1.B(Br)(Br)Br.O>C(Cl)Cl>[CH3:1][C:2]1[C:6]([C:7]2[N:11]([C:12]3[CH:13]=[CH:14][C:15]([O:18][CH3:19])=[CH:16][CH:17]=3)[N:10]=[C:9]([CH2:20][CH2:21][CH3:22])[C:8]=2[CH:23]=[N:24][OH:25])=[C:5]([CH3:26])[O:4][N:3]=1. Run at time 4 hour. Solvent: C(Cl)Cl (DCM), C(Cl)Cl (CH2Cl2). The product is E4, CC1=NOC(=C1C1=C(C(=NN1C1=CC=C(C=C1)OC)CCC)C=NO)C (5-(3,5-dimethylisoxazol-4-yl)-1-(4-methoxyphenyl)-3-propyl-1H-pyrazole-4-carbaldehyde oxime). Isolated yield 54.6%. Reported procedure: 10% of the crude (E)-5-(3,5-dimethylisoxazol-4-yl)-1-(4-methoxyphenyl)-3-propyl-1H-pyrazole-4-carbaldehyde oxime (1.2 mg, 0.003 mmol) from step (e) was dissolved in CH2Cl2 (4 mL) and BBr3 (1 M solution in DCM, 0.4 mL, 0.37 mmol) was added. The mixture was stirred at room temperature for 4 h. Water and DCM were added and the phases were separated. The organic phase was purified on preparative HPLC to give E4 5-(3,5-dimethylisoxazol-4-yl)-1-(4-methoxyphenyl)-3-propyl-1H-pyrazole-4-carbaldehyde oxi... Reactants: O (Water), CC1=NOC(=C1C1=C(C(=NN1C1=CC=C(C=C1)OC)CCC)/C=N/O)C ((E)-5-(3,5-dimethylisoxazol-4-yl)-1-(4-methoxyphenyl)-3-propyl-1H-pyrazole-4-carbaldehyde oxime), B(Br)(Br)Br (BBr3). The reactants are [OH-].[Na+] (sodium hydroxide), S(=O)(=O)(O)O.C(#N)C1NCCNC1 (2-cyanopiperazine sulfate), S(O)(O)(=O)=O (sulfuric acid), C(C)(C)(C)O (tert-butyl alcohol). The solvent is O (water), O1CCCC1 (tetrahydrofuran), O (water). Run at time 3 hour. The product is C(C)(C)(C)NC(=O)C1NCCNC1 (N-tert-butyl-2-piperazine carboxamide). Yield: 73.0%. Reaction SMILES: [C:1](O)([CH3:4])([CH3:3])[CH3:2].S(O)(O)(=O)=O.[C:11]([CH:13]1[CH2:18][NH:17][CH2:16][CH2:15][NH:14]1)#[N:12].S(=O)(=O)(O)[OH:20].[OH-].[Na+]>O.O1CCCC1>[C:1]([NH:12][C:11]([CH:13]1[CH2:18][NH:17][CH2:16][CH2:15][NH:14]1)=[O:20])([CH3:4])([CH3:3])[CH3:2] |f:1.2,4.5|. Procedure: In a reaction vessel were charged 343 g of water and 389 g (5.25 moles) of tert-butyl alcohol and then 219.5 g (1.05 moles) of 2-cyanopiperazine sulfate was dissolved in the mixture with stirring while keeping the temperature below 25° C. Then, while keeping the temperature at 25° C., to the solution was added dropwise 1372 g (8.4 moles) of an aqueous 80% sulfuric acid solution and further, the temperature of the mixture was kept at 40° C. for 3 hours to complete the reaction. Then, after coolin... Reactants: ClC1=C(C(=CC(=C1)F)C)NC1=CC=C(C=C1)C (N-(2′-Chloro-4′-fluoro-6′-methylphenyl)-4-methylaniline), ClCC(=O)Cl (chloracetylchloride), C([O-])([O-])=O.[Na+].[Na+] (sodium carbonate). Solvent: C1(=CC=CC=C1)C (toluene). Yields the product ClC1=C(C(=CC(=C1)F)C)N(C1=CC=C(C=C1)C)C(CCl)=O (N-(2′-Chloro-4′-fluoro-6′-methylphenyl)-N-choroacetyl-4-methylaniline). RXN SMILES: [Cl:1][C:2]1[CH:7]=[C:6]([F:8])[CH:5]=[C:4]([CH3:9])[C:3]=1[NH:10][C:11]1[CH:16]=[CH:15][C:14]([CH3:17])=[CH:13][CH:12]=1.[Cl:18][CH2:19][C:20](Cl)=[O:21].C(=O)([O-])[O-].[Na+].[Na+]>C1(C)C=CC=CC=1>[Cl:1][C:2]1[CH:7]=[C:6]([F:8])[CH:5]=[C:4]([CH3:9])[C:3]=1[N:10]([C:20](=[O:21])[CH2:19][Cl:18])[C:11]1[CH:16]=[CH:15][C:14]([CH3:17])=[CH:13][CH:12]=1 |f:2.3.4|. Procedure details: 1.32 g of N-(2′-Chloro-4′-fluoro-6′-methylphenyl)-4-methylaniline is reacted with chloracetylchloride (1.76 g) at 90° C. for 30 minutes. The cooled mixture is stirred with toluene (20 ml) and aqu. sodium carbonate for 30 minutes and the organic phase is evaporated. The residue is purified flash-chromatography on silica using toluene affording 1.04 g of N-(2′-chloro-4′-fluoro-6′-methylphenyl)-N-chloroacetyl-4-methylaniline as a solid which is recrystallised from heptane/2-propanol (9:1), mp.: 96-...